Dataset: the Open Reaction Database (ORD), a public repository of structured organic reaction records. Task: describe an organic reaction: reactants, conditions, products, and yield The reactants are BrC1(CC=C(C=C1)O)OCC (4-bromophenetyl alcohol), O1CCCC=C1 (3,4-dihydro-2H-pyran), O.C1(=CC=C(C=C1)S(=O)(=O)O)C (p-toluenesulfonic acid monohydrate), O1CCCC1 (tetrahydrofuran). Solvent: O (water). Run at time 24 hour. Product: O1C(CCCC1)OCCC1=CC=C(C=C1)Br (4-(2-(2-tetrahydropyranyloxy)ethyl)-1-bromobenzene). The yield is 97.0%. As a reaction SMILES: [Br:1][C:2]1(OCC)[CH:7]=[CH:6][C:5](O)=[CH:4][CH2:3]1.[O:12]1[CH:17]=[CH:16][CH2:15][CH2:14][CH2:13]1.O.C1(C)C=CC(S(O)(=O)=O)=CC=1.[O:30]1CC[CH2:32][CH2:31]1>O>[O:12]1[CH2:13][CH2:14][CH2:15][CH2:16][CH:17]1[O:30][CH2:31][CH2:32][C:5]1[CH:4]=[CH:3][C:2]([Br:1])=[CH:7][CH:6]=1 |f:2.3|. Procedure: A mixture of 15.67 g of 4-bromophenetyl alcohol, 6.88 g of 3,4-dihydro-2H-pyran, a catalytic amount of p-toluenesulfonic acid monohydrate, and 100 ml of tetrahydrofuran was stirred. at room temperature for 24 hours. The reaction mixture was poured into water, and extracted twice with diethyl ether. The diethyl ether layers were combined, washed with saturated aqueous sodium hydrogencarbonate solution and saturated aqueous sodium chloride solution in this order, dried over anhydrous magnesium sul... The reactants are CCN(C(C)C)C(C)C (DIPEA), C(CCl)Cl (EDC), C=1C=CC2=C(C1)N=NN2O (HOBT), C(=O)(OC(C)(C)C)N1[C@@H](C(=O)O)CCC1 ((2R)-N-BOC-proline), OC(=O)C(F)(F)F.N[C@@H](C(=O)NN1C[C@H](CC1)N(C(C(C)C)=O)C1CCCCC1)CC1=CC=C(C=C1)Cl ((2R)-2-amino-N-{(3S)-3-[cyclohexyl(isobutyryl)amino]pyrrolidine-1-yl}-3-(4-chlorophenyl)propionamide TFA). The solvent is CN(C)C=O (DMF). Reaction conditions: time 12 hour. The product is C(=O)(OC(C)(C)C)N1[C@H](CCC1)C(=O)N[C@@H](C(=O)NN1C[C@H](CC1)N(C(C(C)C)=O)C1CCCCC1)CC1=CC=C(C=C1)Cl ((2R)-2-{[(2R)-1-(BOC)pyrrolidine-2-yl]carbonyl}amino-N-{(3S)-3-[cyclohexyl(isobutyryl)amino]pyrrolidine-1-yl}-3-(4-chlorophenyl)propionamide). Isolated yield 90.8%. As a reaction SMILES: OC(C(F)(F)F)=O.[NH2:8][C@H:9]([CH2:30][C:31]1[CH:36]=[CH:35][C:34]([Cl:37])=[CH:33][CH:32]=1)[C:10]([NH:12][N:13]1[CH2:17][CH2:16][C@H:15]([N:18]([CH:24]2[CH2:29][CH2:28][CH2:27][CH2:26][CH2:25]2)[C:19](=[O:23])[CH:20]([CH3:22])[CH3:21])[CH2:14]1)=[O:11].CCN(C(C)C)C(C)C.C(Cl)CCl.C1C=CC2N(O)N=NC=2C=1.[C:61]([N:68]1[CH2:75][CH2:74][CH2:73][C@@H:69]1[C:70](O)=[O:71])([O:63][C:64]([CH3:67])([CH3:66])[CH3:65])=[O:62]>CN(C=O)C>[C:61]([N:68]1[CH2:75][CH2:74][CH2:73][C@@H:69]1[C:70]([NH:8][C@H:9]([CH2:30][C:31]1[CH:36]=[CH:35][C:34]([Cl:37])=[CH:33][CH:32]=1)[C:10]([NH:12][N:13]1[CH2:17][CH2:16][C@H:15]([N:18]([CH:24]2[CH2:29][CH2:28][CH2:27][CH2:26][CH2:25]2)[C:19](=[O:23])[CH:20]([CH3:22])[CH3:21])[CH2:14]1)=[O:11])=[O:71])([O:63][C:64]([CH3:67])([CH3:66])[CH3:65])=[O:62] |f:0.1|. Procedure: To a solution of (2R)-2-amino-N-{(3S)-3-[cyclohexyl(isobutyryl)amino]pyrrolidine-1-yl}-3-(4-chlorophenyl)propionamide TFA, prepared in Example 1, (100 mg, 0.188 mmol) in DMF (3 mL) were added DIPEA (66.1 mL, 0.381 mmol), EDC (48.7 mg, 0.252 mmol), HOBT (43.6 mg, 0.322 mmol), and (2R)-N-BOC-proline (40.9 mg, 0.190 mmol). After the reaction mixture was stirred at rt for 12 h, DMF was removed in vacuo, and the residue was diluted with a saturated aqueous NaHCO3 solution and EtOAc. The organic layer... The reactants are BrC=1C(=CC(=NC1)Cl)C=NC(C)(C)C (N-((5-bromo-2-chloropyridin-4-yl)methylene)-2-methylpropan-2-amine), C(C)(C)(C)[Si](OCC#C)(C)C (tert-butyldimethyl(2-propynyloxy)silane), NiCl2(DPPP). The reagents and catalysts are [Zn] (zinc). The solvent is C(C)#N (acetonitrile), C(Cl)Cl (methylene chloride). Reaction conditions: temperature 70 celsius. The product is [Si](C)(C)(C(C)(C)C)OCC=1N=CC2=CC(=NC=C2C1)Cl (3-((tert-butyldimethylsilyloxy)methyl)-7-chloro-2,6-naphthyridine), solid. Isolated yield 57.0%. As a reaction SMILES: Br[C:2]1[C:3]([CH:9]=[N:10][C:11]([CH3:14])([CH3:13])C)=[CH:4][C:5]([Cl:8])=[N:6][CH:7]=1.[C:15]([Si:19]([CH3:25])([CH3:24])[O:20]CC#C)([CH3:18])([CH3:17])[CH3:16]>C(#N)C.C(Cl)Cl.[Zn]>[Si:19]([O:20][CH2:14][C:11]1[N:10]=[CH:9][C:3]2[C:2]([CH:13]=1)=[CH:7][N:6]=[C:5]([Cl:8])[CH:4]=2)([C:15]([CH3:18])([CH3:17])[CH3:16])([CH3:25])[CH3:24]. Procedure: A mixture of N-((5-bromo-2-chloropyridin-4-yl)methylene)-2-methylpropan-2-amine (530 mg, 1.9 mmol), tert-butyldimethyl(2-propynyloxy)silane (0.59 mL, 2.9 mmol), NiCl2(DPPP) (52 mg, 0.1 mmol), and zinc (252 mg, 3.9 mmol) in acetonitrile (5 mL) was heated at 70° C. under an atmosphere of nitrogen. The cooled reaction mixture was diluted with methylene chloride (50 mL), filtered over Celite, and evaporated in vacuo to afford a residue that was purified by flash chromatography (silica, 12 g, ISCO, 0... Starting materials: CCCCCCCCCCCCCCOc1cccc(CBr)c1, [H-], [Na+], C1CCOC1, CC(=O)NCc1ccccn1. The product is CCCCCCCCCCCCCCOc1cccc(CN(Cc2ccccn2)C(C)=O)c1. As a reaction SMILES: [Br:1][CH2:2][c:3]1[cH:4][c:5]([O:9][CH2:10][CH2:11][CH2:12][CH2:13][CH2:14][CH2:15][CH2:16][CH2:17][CH2:18][CH2:19][CH2:20][CH2:21][CH2:22][CH3:23])[cH:6][cH:7][cH:8]1.[H-:35].[Na+:36].[O:37]1[CH2:38][CH2:39][CH2:40][CH2:41]1.[n:24]1[c:25]([CH2:30][NH:31][C:32]([CH3:33])=[O:34])[cH:26][cH:27][cH:28][cH:29]1>>[CH2:2]([c:3]1[cH:4][c:5]([O:9][CH2:10][CH2:11][CH2:12][CH2:13][CH2:14][CH2:15][CH2:16][CH2:17][CH2:18][CH2:19][CH2:20][CH2:21][CH2:22][CH3:23])[cH:6][cH:7][cH:8]1)[N:31]([CH2:30][c:25]1[n:24][cH:29][cH:28][cH:27][cH:26]1)[C:32]([CH3:33])=[O:34].